From a dataset of the Open Reaction Database (ORD), a public repository of structured organic reaction records. describe an organic reaction: reactants, conditions, products, and yield The reactants are ClC1=CC=C(CP(OCC)(OCC)=O)C=C1 (diethyl 4-chlorobenzylphosphonate), C(=O)C=1C=C(C(=O)OC)C=CC1Br (methyl 3-formyl-4-bromobenzoate). The product is BrC1=C(C=C(C(=O)OC)C=C1)\C=C\C1=CC=C(C=C1)Cl (methyl 4-bromo-3-[(E)-2-(4-chlorophenyl)-vinyl]-benzoate). As a reaction SMILES: [Cl:1][C:2]1[CH:16]=[CH:15][C:5]([CH2:6]P(=O)(OCC)OCC)=[CH:4][CH:3]=1.[CH:17]([C:19]1[CH:20]=[C:21]([CH:26]=[CH:27][C:28]=1[Br:29])[C:22]([O:24][CH3:25])=[O:23])=O>>[Br:29][C:28]1[CH:27]=[CH:26][C:21]([C:22]([O:24][CH3:25])=[O:23])=[CH:20][C:19]=1/[CH:17]=[CH:6]/[C:5]1[CH:4]=[CH:3][C:2]([Cl:1])=[CH:16][CH:15]=1. Reported procedure: The captioned compound was synthesized from diethyl 4-chlorobenzylphosphonate and methyl 3-formyl-4-bromobenzoate in accordance with the same procedure as in the manufacturing method described in step A of Example 2-2-1. Starting materials: C1(=CC=CC=C1)C(N1N=NC(=N1)C1=C(C=CC=C1)C1=CC=C(C=C1)CN(C(CCCC)=O)C=1C=C(C(=O)OCC)C=CC1)(C1=CC=CC=C1)C1=CC=CC=C1 (Ethyl 3-[N-[[4-[2-(3-triphenylmethyl-3H-tetrazol-5-yl)phenyl]phenyl]methyl]-N-pentanoylamino]benzoate), [OH-].[Li+] (lithium hydroxide). Run in C(C)(=O)O.O (acetic acid water), O1CCOCC1.O (dioxane water). Reaction conditions: time 24 hour. Product: N1N=NN=C1C1=C(C=CC=C1)C1=CC=C(C=C1)CN(C(CCCC)=O)C=1C=C(C(=O)O)C=CC1 (3-[N-[[4-[2-(1H-tetrazol-5-yl)phenyl]phenyl]methyl]-N-pentanoylamino]benzoic acid). Yield: 51.7%. As a reaction SMILES: C1(C(C2C=CC=CC=2)(C2C=CC=CC=2)[N:8]2[N:12]=[C:11]([C:13]3[CH:18]=[CH:17][CH:16]=[CH:15][C:14]=3[C:19]3[CH:24]=[CH:23][C:22]([CH2:25][N:26]([C:33]4[CH:34]=[C:35]([CH:41]=[CH:42][CH:43]=4)[C:36]([O:38]CC)=[O:37])[C:27](=[O:32])[CH2:28][CH2:29][CH2:30][CH3:31])=[CH:21][CH:20]=3)[N:10]=[N:9]2)C=CC=CC=1.[OH-].[Li+]>C(O)(=O)C.O.O1CCOCC1.O>[NH:10]1[C:11]([C:13]2[CH:18]=[CH:17][CH:16]=[CH:15][C:14]=2[C:19]2[CH:20]=[CH:21][C:22]([CH2:25][N:26]([C:33]3[CH:34]=[C:35]([CH:41]=[CH:42][CH:43]=3)[C:36]([OH:38])=[O:37])[C:27](=[O:32])[CH2:28][CH2:29][CH2:30][CH3:31])=[CH:23][CH:24]=2)=[N:12][N:8]=[N:9]1 |f:1.2,3.4,5.6|. Procedure details: Ethyl 3-[N-[[4-[2-(3-triphenylmethyl-3H-tetrazol-5-yl)phenyl]phenyl]methyl]-N-pentanoylamino]benzoate (0.37 g) synthesized in Example 1a was dissolved in 75% acetic acid-water (8.8 ml), and the mixture was stirred at room temperature for 24 hrs. The reaction mixture was concentrated and dried to give a solid. The residue was dissolved in 75% dioxane-water (8.8 ml), lithium hydroxide (45 mg) was added, and the mixture was stirred at 50° C. for 24 hrs. The reaction mixture was concentrated to give... Starting materials: CCCOc1cc(CNc2c([N+](=O)[O-])nn(CC)c(=O)c2Cl)ccc1OC, CC[O-], CCO, [Na+], O. The product is CCCOc1cc(CNc2c(OCC)nn(CC)c(=O)c2Cl)ccc1OC. Reaction SMILES: [CH2:1]([CH3:2])[n:3]1[n:4][c:5]([N+:25]([O-:26])=[O:27])[c:6]([NH:11][CH2:12][c:13]2[cH:14][c:15]([O:21][CH2:22][CH2:23][CH3:24])[c:16]([O:19][CH3:20])[cH:17][cH:18]2)[c:7]([Cl:10])[c:8]1=[O:9].[CH3:29][CH2:30][O-:31].[CH3:33][CH2:34][OH:35].[Na+:28].[OH2:32]>>[CH2:1]([CH3:2])[n:3]1[n:4][c:5]([O:31][CH2:30][CH3:29])[c:6]([NH:11][CH2:12][c:13]2[cH:14][c:15]([O:21][CH2:22][CH2:23][CH3:24])[c:16]([O:19][CH3:20])[cH:17][cH:18]2)[c:7]([Cl:10])[c:8]1=[O:9].